Dataset: the Open Reaction Database (ORD), a public repository of structured organic reaction records. Task: describe an organic reaction: reactants, conditions, products, and yield Product: OC1CCN(CC1)C(C(C)C1=CC=C(C=C1)C1=CC=2N(N=C1)C(=CN2)C=2C=C(C=CC2)NC(=O)NCC(F)(F)F)=O (N-[3-(7-{4-[2-(4-Hydroxypiperidin-1-yl)-1-methyl-2-oxoethyl]phenyl}imidazo[1,2-b]pyridazin-3-yl)phenyl]-N′-(2,2,2-trifluoroethyl)urea). Reported procedure: This compound was prepared by using procedure analogous to those described for the synthesis of Example 98, Step 9 starting from 2-(4-{3-[3-({[(2,2,2-trifluoroethyl)amino]carbonyl}amino)phenyl]imidazo[1,2-b]pyridazin-7-yl}phenyl)propanoic acid and 4-hydroxypiperidine. LCMS (M+H)+: m/z=567.3 As a reaction SMILES: [F:1][C:2]([F:35])([F:34])[CH2:3][NH:4][C:5]([NH:7][C:8]1[CH:9]=[C:10]([C:14]2[N:18]3[N:19]=[CH:20][C:21]([C:23]4[CH:28]=[CH:27][C:26]([CH:29]([CH3:33])[C:30]([OH:32])=O)=[CH:25][CH:24]=4)=[CH:22][C:17]3=[N:16][CH:15]=2)[CH:11]=[CH:12][CH:13]=1)=[O:6].[OH:36][CH:37]1[CH2:42][CH2:41][NH:40][CH2:39][CH2:38]1>>[OH:36][CH:37]1[CH2:42][CH2:41][N:40]([C:30](=[O:32])[CH:29]([C:26]2[CH:25]=[CH:24][C:23]([C:21]3[CH:20]=[N:19][N:18]4[C:14]([C:10]5[CH:9]=[C:8]([NH:7][C:5]([NH:4][CH2:3][C:2]([F:35])([F:1])[F:34])=[O:6])[CH:13]=[CH:12][CH:11]=5)=[CH:15][N:16]=[C:17]4[CH:22]=3)=[CH:28][CH:27]=2)[CH3:33])[CH2:39][CH2:38]1. The reactants are FC(CNC(=O)NC=1C=C(C=CC1)C1=CN=C2N1N=CC(=C2)C2=CC=C(C=C2)C(C(=O)O)C)(F)F (2-(4-{3-[3-({[(2,2,2-trifluoroethyl)amino]carbonyl}amino)phenyl]imidazo[1,2-b]pyridazin-7-yl}phenyl)propanoic acid), OC1CCNCC1 (4-hydroxypiperidine).